This data is from the Open Reaction Database (ORD), a public repository of structured organic reaction records. The task is: describe an organic reaction: reactants, conditions, products, and yield Reactants: ClC=1N=C2C(C(NC2=CC1)=O)C(=O)C=1OC=CC1 (5-chloro-3-(2-furoyl)-4-azaoxindole), ClS(=O)(=O)NC=O (N-chlorosulfonyl carboxamide), ClC=1N=C2C(C(NC2=CC1)=O)C(=O)C=1OC=CC1 (5-chloro-3-(2-furoyl)-4-azaoxindole), C(=NS(=O)(=O)Cl)=O (N-chlorosulfonyl isocyanate). The solvent is C(C)#N (acetonitrile). Reaction conditions: time 8 hour. The product is ClC=1N=C2C(C(N(C2=CC1)C(=O)N)=O)C(=O)C=1OC=CC1 (5-Chloro-3-(2-furoyl)-4-azaoxindole-1-carboxamide). As a reaction SMILES: [Cl:1][C:2]1[N:3]=[C:4]2[C:8](=[CH:9][CH:10]=1)[NH:7][C:6](=[O:11])[CH:5]2[C:12]([C:14]1[O:15][CH:16]=[CH:17][CH:18]=1)=[O:13].[C:19](=[O:25])=[N:20]S(Cl)(=O)=O.ClS(NC=O)(=O)=O>C(#N)C>[Cl:1][C:2]1[N:3]=[C:4]2[C:8](=[CH:9][CH:10]=1)[N:7]([C:19]([NH2:20])=[O:25])[C:6](=[O:11])[CH:5]2[C:12]([C:14]1[O:15][CH:16]=[CH:17][CH:18]=1)=[O:13]. Reported procedure: The title compound was prepared from 5-chloro-3-(2-furoyl)-4-azaoxindole (Example 23) according to the procedure of Example 2C, using 5-chloro-3-(2-furoyl)-4-azaoxindole (200 mg, 0.76 mmol), N-chlorosulfonyl isocyanate (0.10 mL, 1.1 mmol) and acetonitrile (8 mL). Hydrolysis of the N-chlorosulfonyl carboxamide was achieved by quenching the above reaction with water and allowing the mixture to stir at room temperature overnight. The product was collected by filtration and recrystallized from DMSO.... Reactants: C1(CCC1)OC1=CC=C(C=O)C=C1 (4-cyclobutyloxybenzaldehyde), [BH4-].[Na+] (sodium borohydride), Cl (hydrochloric acid). Run in CO (methanol). Conditions: time 8 hour. The product is C1(CCC1)OC1=CC=C(CO)C=C1 (4-cyclobutyloxybenzyl alcohol). The yield is 91.3%. RXN SMILES: [CH:1]1([O:5][C:6]2[CH:13]=[CH:12][C:9]([CH:10]=[O:11])=[CH:8][CH:7]=2)[CH2:4][CH2:3][CH2:2]1.[BH4-].[Na+].Cl>CO>[CH:1]1([O:5][C:6]2[CH:13]=[CH:12][C:9]([CH2:10][OH:11])=[CH:8][CH:7]=2)[CH2:2][CH2:3][CH2:4]1 |f:1.2|. Procedure: To a suspension of 4-hydroxybenzaldehyde (0.12 g) and cesium carbonate (0.49 g) in N,N-dimethylformamide (2 mL) was added cyclobutyl bromide (0.15 g), and the mixture was stirred at 65° C. overnight. To the reaction mixture was added 1 mol/L aqueous sodium hydroxide solution, and the mixture was extracted with diethyl ether. The organic layer was washed with 0.5 mol/L aqueous sodium hydroxide solution, water and brine, and dried over anhydrous magnesium sulfate. The solvent was removed under red... The reactants are CC(=O)O, COCC(=O)Nc1cc(Oc2ccc([N+](=O)[O-])c(C)c2)ccn1, CO. The product is COCC(=O)Nc1cc(Oc2ccc(N)c(C)c2)ccn1. RXN SMILES: [C:26]([OH:27])(=[O:28])[CH3:29].[CH3:1][O:2][CH2:3][C:4](=[O:5])[NH:6][c:7]1[n:8][cH:9][cH:10][c:11]([O:13][c:14]2[cH:15][c:16]([CH3:23])[c:17]([N+:20]([O-:21])=[O:22])[cH:18][cH:19]2)[cH:12]1.[CH3:24][OH:25]>>[CH3:1][O:2][CH2:3][C:4](=[O:5])[NH:6][c:7]1[n:8][cH:9][cH:10][c:11]([O:13][c:14]2[cH:15][c:16]([CH3:23])[c:17]([NH2:20])[cH:18][cH:19]2)[cH:12]1.